Dataset: the Open Reaction Database (ORD), a public repository of structured organic reaction records. Task: describe an organic reaction: reactants, conditions, products, and yield The reactants are ClCCl, COC(=O)CCc1ccc(C(=O)CCc2nc(-c3ccccc3OC)oc2C(C)C)cc1C, ClB(Cl)Cl, O. RXN SMILES: [CH2:39]([Cl:40])[Cl:41].[CH:1]([CH3:2])([CH3:3])[c:4]1[c:5]([CH2:17][CH2:18][C:19](=[O:20])[c:21]2[cH:22][c:23]([CH3:33])[c:24]([CH2:27][CH2:28][C:29](=[O:30])[O:31][CH3:32])[cH:25][cH:26]2)[n:6][c:7](-[c:9]2[c:10]([O:15][CH3:16])[cH:11][cH:12][cH:13][cH:14]2)[o:8]1.[Cl:34][B:35]([Cl:36])[Cl:37].[OH2:38]>>[CH:1]([CH3:2])([CH3:3])[c:4]1[c:5]([CH2:17][CH2:18][C:19](=[O:20])[c:21]2[cH:22][c:23]([CH3:33])[c:24]([CH2:27][CH2:28][C:29](=[O:30])[O:31][CH3:32])[cH:25][cH:26]2)[n:6][c:7](-[c:9]2[c:10]([OH:15])[cH:11][cH:12][cH:13][cH:14]2)[o:8]1. The product is COC(=O)CCc1ccc(C(=O)CCc2nc(-c3ccccc3O)oc2C(C)C)cc1C. Reactants: BrC1=NN2C(NC(CC2C(F)(F)F)C=2C(=NN(C2)C)C)=C1 (racemic 2-bromo-5-(1,3-dimethyl-1H-pyrazol-4-yl)-7-(trifluoromethyl)-4,5,6,7-tetrahydropyrazolo[1,5-a]pyrimidine). Solvent: CO (methanol). The product is BrC1=NN2C(N[C@@H](C[C@@H]2C(F)(F)F)C=2C(=NN(C2)C)C)=C1 ((5S,7R)-2-bromo-5-(1,3-dimethyl-1H-pyrazol-4-yl)-7-(trifluoromethyl)-4,5,6,7-tetrahydropyrazolo[1,5-a]pyrimidine). RXN SMILES: [Br:1][C:2]1[CH:21]=[C:5]2[NH:6][CH:7]([C:14]3[C:15]([CH3:20])=[N:16][N:17]([CH3:19])[CH:18]=3)[CH2:8][CH:9]([C:10]([F:13])([F:12])[F:11])[N:4]2[N:3]=1>CO>[Br:1][C:2]1[CH:21]=[C:5]2[NH:6][C@H:7]([C:14]3[C:15]([CH3:20])=[N:16][N:17]([CH3:19])[CH:18]=3)[CH2:8][C@H:9]([C:10]([F:11])([F:12])[F:13])[N:4]2[N:3]=1. Reported procedure: The racemic 2-bromo-5-(1,3-dimethyl-1H-pyrazol-4-yl)-7-(trifluoromethyl)-4,5,6,7-tetrahydropyrazolo[1,5-a]pyrimidine (1.5 g, 4.1 mmol, Preparation 8) was dissolved in methanol (35 mL) and the cloudy solution was gently warmed providing a clear solution. The solution was then filtered through a medium porosity Buchner funnel. The clear filtrate was directly used for chiral HPLC purification. 1 mL of this solution was loaded onto a 2.1 cm×25 cm Chiralcel OD column and eluted with a mobile phase co... Reactants: [OH-].[Na+] (caustic soda), NC(C#N)(C)C (2-amino-2-methyl-propanenitrile). The reagents and catalysts are CCCCCCCCCCCCCCCC[N+](C)(C)C.[Cl-] (Arquad 16-29). Reaction conditions: temperature 20 celsius. Product: N(=NC(C#N)(C)C)C(C#N)(C)C (2,2'-Azobis(2-methyl-propanenitrile)). The yield is 96.0%. As a reaction SMILES: [OH-].[Na+].[NH2:3][C:4]([CH3:8])([CH3:7])[C:5]#[N:6]>CCCCCCCCCCCCCCCC[N+](C)(C)C.[Cl-]>[N:3]([C:4]([CH3:8])([CH3:7])[C:5]#[N:6])=[N:3][C:4]([CH3:8])([CH3:7])[C:5]#[N:6] |f:0.1,3.4|. Reported procedure: 3 ml of `Arquad 16-29` is added, followed by 2.2 equivalents of caustic soda. While maintaining the temperature at 20° C., 26 mg of 2-amino-2-methyl-propanenitrile is added over 20 minutes and the title compound is isolated as in Example 1. Yield 96%. The reactants are ClCCl, CC(=O)Oc1c(C)c(C)nc2ccccc12, O=C(OO)c1cccc(Cl)c1. Yields the product CC(=O)Oc1c(C)c(CCl)nc2ccccc12. Reaction SMILES: [CH2:28]([Cl:29])[Cl:30].[CH3:1][c:2]1[n:3][c:4]2[cH:5][cH:6][cH:7][cH:8][c:9]2[c:10]([O:13][C:14]([CH3:15])=[O:16])[c:11]1[CH3:12].[Cl:17][c:18]1[cH:19][cH:20][cH:21][c:22]([C:23]([O:24][OH:25])=[O:26])[cH:27]1>>[CH2:1]([c:2]1[n:3][c:4]2[cH:5][cH:6][cH:7][cH:8][c:9]2[c:10]([O:13][C:14]([CH3:15])=[O:16])[c:11]1[CH3:12])[Cl:17]. Starting materials: O[C@H](C(=O)N)C ((2S)-2-hydroxypropanamide), F[B-](F)(F)F.C(C)[O+](CC)CC (triethyloxonium tetrafluoroborate), NC=1C(=C2C(=NC1)C=CS2)N[C@H]2CC[C@@H](OC2)CO ({(2R,5S)-5-[(6-aminothieno[3,2-b]pyridin-7-yl)amino]tetrahydro-2H-pyran-2-yl}methanol). Solvent: C1CCOC1 (THF), C(C)O (ethanol), CO (methanol). Run at time 2 hour. The product is OC[C@H]1CC[C@@H](CO1)N1C(=NC=2C1=C1C(=NC2)C=CS1)[C@H](C)O ((1S)-1-{1-[(3S,6R)-6-(Hydroxymethyl)tetrahydro-2H-pyran-3-yl]-1H-imidazo[4,5-d]thieno[3,2-b]pyridin-2-yl}ethanol). The yield is 57.9%. As a reaction SMILES: [OH:1][C@@H:2]([CH3:6])[C:3](N)=O.F[B-](F)(F)F.C([O+](CC)CC)C.[NH2:19][C:20]1[C:21]([NH:29][C@@H:30]2[CH2:35][O:34][C@@H:33]([CH2:36][OH:37])[CH2:32][CH2:31]2)=[C:22]2[S:28][CH:27]=[CH:26][C:23]2=[N:24][CH:25]=1>C1COCC1.C(O)C.CO>[OH:37][CH2:36][C@@H:33]1[O:34][CH2:35][C@@H:30]([N:29]2[C:21]3=[C:22]4[S:28][CH:27]=[CH:26][C:23]4=[N:24][CH:25]=[C:20]3[N:19]=[C:3]2[C@@H:2]([OH:1])[CH3:6])[CH2:31][CH2:32]1 |f:1.2|. Reported procedure: A mixture of (2S)-2-hydroxypropanamide (86.6 mg, 0.972 mmol) and triethyloxonium tetrafluoroborate (185 mg, 0.972 mmol) in THF (2 mL) was stirred at room temperature for 2 h. The solvent was removed and the residue dissolved in ethanol (0.50 mL) and added to a suspension of {(2R,5S)-5-[(6-aminothieno[3,2-b]pyridin-7-yl)amino]tetrahydro-2H-pyran-2-yl}methanol (65.0 mg, 0.233 mmol) in ethanol (1.8 mL). The mixture was stirred at 80° C. for 1 h. The mixture was cooled to room temperature, diluted w... Starting materials: CC(C)CC(NC(=O)OC(C)(C)C)C(=O)O, Cl, CCCC(N)C(=O)OC. Product: CCCC(NC(=O)C(CC(C)C)NC(=O)OC(C)(C)C)C(=O)OC. RXN SMILES: [C:1]([CH3:2])([CH3:3])([CH3:4])[O:5][C:6](=[O:7])[NH:8][CH:9]([CH2:10][CH:11]([CH3:12])[CH3:13])[C:14](=[O:15])[OH:16].[ClH:17].[NH2:18][CH:19]([CH2:20][CH2:21][CH3:22])[C:23](=[O:24])[O:25][CH3:26]>>[C:1]([CH3:2])([CH3:3])([CH3:4])[O:5][C:6](=[O:7])[NH:8][CH:9]([CH2:10][CH:11]([CH3:12])[CH3:13])[C:14](=[O:16])[NH:18][CH:19]([CH2:20][CH2:21][CH3:22])[C:23](=[O:24])[O:25][CH3:26]. Starting materials: O (water), [H-].[Na+] (sodium hydride), ClC1=C(C=C(C(=C1)F)C1=NC=C(C=C1Cl)C(F)(F)F)O (2-chloro-5-(3-chloro-5-trifluoromethylpyrid-2-yl)-4-fluorophenol), CSCCl (methylthiomethyl chloride). The product is ClC=1C(=NC=C(C1)C(F)(F)F)C1=C(C=C(C(=C1)OCSC)Cl)F (3-Chloro-2-[4-chloro-2-fluoro-5-(methylthiomethoxy)phenyl]-5-trifluoromethylpyridine). Run in CN(C=O)C (dimethylformamide). Procedure: 0.1 g (4.4 mmol) of sodium hydride was added to a solution of 1.3 g (4 mmol) of 2-chloro-5-(3-chloro-5-trifluoromethylpyrid-2-yl)-4-fluorophenol in 50 ml of dimethylformamide. After the mixture has been stirred for 1 hour, it was treated with 0.5 g (5.2 mmol) of methylthiomethyl chloride. Then, the mixture was stirred for another hour. For working-up, the reaction mixture was treated with 50 ml of water. The product was then extracted with 100 ml of methyl tert-butyl ether. The organic phase was... RXN SMILES: [H-].[Na+].[Cl:3][C:4]1[CH:9]=[C:8]([F:10])[C:7]([C:11]2[C:16]([Cl:17])=[CH:15][C:14]([C:18]([F:21])([F:20])[F:19])=[CH:13][N:12]=2)=[CH:6][C:5]=1[OH:22].[CH3:23][S:24][CH2:25]Cl.O>CN(C)C=O>[Cl:17][C:16]1[C:11]([C:7]2[CH:6]=[C:5]([O:22][CH2:23][S:24][CH3:25])[C:4]([Cl:3])=[CH:9][C:8]=2[F:10])=[N:12][CH:13]=[C:14]([C:18]([F:21])([F:20])[F:19])[CH:15]=1 |f:0.1|. Reaction conditions: time 1 hour. Starting materials: C(C)C1=CC=C(C=C1)C=1C=CC2=C(C=C(CCO2)C(=O)OCC)C1 (ethyl 7-(4-ethylphenyl)-2,3-dihydro-1-benzoxepine-4-carboxylate), [OH-].[Na+] (sodium hydroxide). Solvent: C(C)O (ethanol). Run at time 24 hour. Yields the product C(C)C1=CC=C(C=C1)C=1C=CC2=C(C=C(CCO2)C(=O)O)C1 (7-(4-ethylphenyl)-2,3-dihydro-1-benzoxepine-4-carboxylic acid). The yield is 83.5%. RXN SMILES: [CH2:1]([C:3]1[CH:8]=[CH:7][C:6]([C:9]2[CH:10]=[CH:11][C:12]3[O:18][CH2:17][CH2:16][C:15]([C:19]([O:21]CC)=[O:20])=[CH:14][C:13]=3[CH:24]=2)=[CH:5][CH:4]=1)[CH3:2].[OH-].[Na+]>C(O)C>[CH2:1]([C:3]1[CH:4]=[CH:5][C:6]([C:9]2[CH:10]=[CH:11][C:12]3[O:18][CH2:17][CH2:16][C:15]([C:19]([OH:21])=[O:20])=[CH:14][C:13]=3[CH:24]=2)=[CH:7][CH:8]=1)[CH3:2] |f:1.2|. Procedure details: To a solution of ethyl 7-(4-ethylphenyl)-2,3-dihydro-1-benzoxepine-4-carboxylate (430 mg) in ethanol (20 ml) was added 1N sodium hydroxide (4.0 ml) at room temperature, and the mixture was stirred for 24 hours and concentrated under reduced pressure. To the residue was added 1N hydrochloric acid (15 ml), and the mixture was extracted with ethyl acetate. The organic layer was washed with saturated sodium chloride solution, dried with magnesium sulfate and concentrated to give crystals, which were... The reactants are FC(S(=O)(=O)[O-])(F)F (trifluoromethanesulfonate), N1=CC(=CC=C1)B(O)O (3-pyridylboronic acid), alkylboronic acid, ClC=1C(C(=C(C(C1Cl)=O)C#N)C#N)=O (2,3-dichloro-5,6-dicyano-1,4-benzoquinone), N1=CC=CC2=CC=CC=C12 (quinoline), resultant compound, alkyltin, C(CCC)[Sn](C1=NC=CC=C1)(CCCC)CCCC (tri-n-butyl-(2-pyridyl)-tin), tetrakis triphenylphosphine palladium. Reagents/catalysts: transition metal. Product: OC=1C=C2C=CC=NC2=CC1 (6-hydroxyquinoline). Reaction SMILES: FC(F)(F)S([O-])(=O)=O.C([Sn](CCCC)(CCCC)[C:14]1[CH:19]=[CH:18][CH:17]=[CH:16][N:15]=1)CCC.N1C=CC=C(B(O)O)C=1.ClC1C(=O)[C:40](C#N)=[C:41](C#N)[C:42](=[O:45])[C:43]=1Cl.N1C2C(=CC=CC=2)C=CC=1>>[OH:45][C:42]1[CH:43]=[C:19]2[C:14](=[CH:40][CH:41]=1)[N:15]=[CH:16][CH:17]=[CH:18]2. Procedure: A trifluoromethanesulfonate derivative may be produced by reacting a 7-benzyloxy-4-chloroquinoline derivative with a suitable reducing agent, for example, hydrogen gas/palladium hydroxide to give an alcohol (step (i) above) and then reacting the alcohol with trifluoromethanesulfonic anhydride (step (ii) above) to give a trifluoromethanesulfonate derivative. A quinoline derivative may be produced by reacting the trifluoromethanesulfonate derivative with an alkyltin reagent, for example, tri-n-but...